From a dataset of the Open Reaction Database (ORD), a public repository of structured organic reaction records. describe an organic reaction: reactants, conditions, products, and yield Reactants: COC=1C=C(C=CC1OC)CCNC(C(=CO)C1=CC=C(C=C1)Cl)=O (N-[2-(3,4-dimethoxyphenyl)ethyl]-3-hydroxy-2-(4-chlorophenyl) acrylamide), [H-].[Na+] (sodium hydride), CN(C=O)C (N,N-dimethylformamide), BrCF (bromofluoromethane). Run in O (water). Reaction conditions: temperature -15 celsius, time 30 minute. Product: COC=1C=C(C=CC1OC)CCNC(C(=COCF)C1=CC=C(C=C1)Cl)=O (N-[2-(3,4-dimethoxyphenyl)ethyl]-3-fluoromethoxy-2-(4-chlorophenyl)acrylamide). Isolated yield 9.5%. As a reaction SMILES: [CH3:1][O:2][C:3]1[CH:4]=[C:5]([CH2:11][CH2:12][NH:13][C:14](=[O:25])[C:15]([C:18]2[CH:23]=[CH:22][C:21]([Cl:24])=[CH:20][CH:19]=2)=[CH:16][OH:17])[CH:6]=[CH:7][C:8]=1[O:9][CH3:10].[H-].[Na+].CN(C)C=O.Br[CH2:34][F:35]>O>[CH3:1][O:2][C:3]1[CH:4]=[C:5]([CH2:11][CH2:12][NH:13][C:14](=[O:25])[C:15]([C:18]2[CH:23]=[CH:22][C:21]([Cl:24])=[CH:20][CH:19]=2)=[CH:16][O:17][CH2:34][F:35])[CH:6]=[CH:7][C:8]=1[O:9][CH3:10] |f:1.2|. Procedure: One gram (1.00 g) of N-[2-(3,4-dimethoxyphenyl)ethyl]-3-hydroxy-2-(4-chlorophenyl) acrylamide (2.66 mmol), 130 mg (3.25 mmol) of 60% sodium hydride and 10 ml of anhydrous N,N-dimethylformamide were mixed and 0.46 g of bromofluoromethane was added thereto at −15° C. The mixture was stirred at −15° C. for 30 minutes and then stirred at 0° C. for 1 hour. The reaction mixture was added to water and extracted with ethyl acetate. The organic layer was washed with 5% hydrochloric acid and saturated bri... Starting materials: CC1(CCN(C2=CC(=CC=C12)C#CC1=CC=C(C(=O)OCC)C=C1)C1=CC=C(C=C1)C)C (ethyl 4-(2-(4,4-dimethyl-1,2,3,4-tetrahydro-N-(4-methylphenyl)quinolin-7-yl)ethynyl)benzoate), CC1(CCN(C2=CC(=CC=C12)C#CC1=CC=C(C(=O)[O-])C=C1)C1=CC=C(C=C1)C)C (4-(2-(4,4-Dimethyl-1,2,3,4-tetrahydro-N-(4-methylphenyl)quinolin-7 -yl)ethynyl)benzoate), [Li+].[OH-] (LiOH). Solvent: O1CCCC1 (tetrahydrofuran), CO (methanol). Conditions: time 24 hour. Yields the product CC1(CCN(C2=CC(=CC=C12)C#CC1=CC=C(C(=O)O)C=C1)C1=CC=C(C=C1)C)C (4-(2-(4,4-Dimethyl-1,2,3,4-tetrahydro-N-(4-methylphenyl)quinolin-7-yl)ethynyl)benzoic Acid). Reaction SMILES: [CH3:1][C:2]1([CH3:32])[C:11]2[C:6](=[CH:7][C:8]([C:12]#[C:13][C:14]3[CH:24]=[CH:23][C:17]([C:18]([O:20]CC)=[O:19])=[CH:16][CH:15]=3)=[CH:9][CH:10]=2)[N:5]([C:25]2[CH:30]=[CH:29][C:28]([CH3:31])=[CH:27][CH:26]=2)[CH2:4][CH2:3]1.CC1(C)C2C(=CC(C#CC3C=CC(C([O-])=O)=CC=3)=CC=2)N(C2C=CC(C)=CC=2)CC1.[Li+].[OH-]>O1CCCC1.CO>[CH3:1][C:2]1([CH3:32])[C:11]2[C:6](=[CH:7][C:8]([C:12]#[C:13][C:14]3[CH:24]=[CH:23][C:17]([C:18]([OH:20])=[O:19])=[CH:16][CH:15]=3)=[CH:9][CH:10]=2)[N:5]([C:25]2[CH:26]=[CH:27][C:28]([CH3:31])=[CH:29][CH:30]=2)[CH2:4][CH2:3]1 |f:2.3|. Procedure: To a solution of ethyl 4-(2-(4,4-dimethyl-1,2,3,4-tetrahydro-N-(4-methylphenyl)quinolin-7-yl)ethynyl)benzoate (Compound 4) (0.105 g, 0.25 mmol) in 10.0 mL of tetrahydrofuran and 0.5 mL of methanol was added 1.0 mL (1.5 mmol) of 1.5M aqueous LiOH. The resulting solution was stirred at room temperature for 24 hours. The mixture was concentrated in vacuo, water was added, and the mixture was extracted with ethyl acetate (2x). The combined organic layers were washed with brine, dried (MgSO4), filter... Reactants: OCCCBr, CC#N, [K+], [K+], O=C([O-])[O-], Oc1cccc(C2CCCN(CC3COc4ccccc4O3)C2)c1. Product: OCCCOc1cccc(C2CCCN(CC3COc4ccccc4O3)C2)c1. RXN SMILES: [Br:31][CH2:32][CH2:33][CH2:34][OH:35].[CH3:36][C:37]#[N:38].[K+:25].[K+:26].[O-:27][C:28]([O-:29])=[O:30].[O:1]1[CH:2]([CH2:11][N:12]2[CH2:13][CH:14]([c:18]3[cH:19][c:20]([OH:24])[cH:21][cH:22][cH:23]3)[CH2:15][CH2:16][CH2:17]2)[CH2:3][O:4][c:5]2[c:6]1[cH:7][cH:8][cH:9][cH:10]2>>[O:1]1[CH:2]([CH2:11][N:12]2[CH2:13][CH:14]([c:18]3[cH:19][c:20]([O:24][CH2:32][CH2:33][CH2:34][OH:35])[cH:21][cH:22][cH:23]3)[CH2:15][CH2:16][CH2:17]2)[CH2:3][O:4][c:5]2[c:6]1[cH:7][cH:8][cH:9][cH:10]2. The reactants are [Li]CCCC, C1CCOC1, CCOC(=O)CP(=O)(OCC)OCC, CN1CCCN(C)C1=O, Cl, O=C1CCCCC1. Product: CCOC(=O)C=C1CCCCC1. RXN SMILES: [CH2:15]([Li:16])[CH2:17][CH2:18][CH3:19].[CH2:36]1[O:37][CH2:38][CH2:39][CH2:40]1.[CH3:1][CH2:2][O:3][C:4](=[O:5])[CH2:6][P:7]([O:8][CH2:9][CH3:10])([O:11][CH2:12][CH3:13])=[O:14].[CH3:20][N:21]1[CH2:22][CH2:23][CH2:24][N:25]([CH3:26])[C:27]1=[O:28].[ClH:41].[O:29]=[C:30]1[CH2:31][CH2:32][CH2:33][CH2:34][CH2:35]1>>[CH3:1][CH2:2][O:3][C:4](=[O:5])[CH:6]=[C:30]1[CH2:31][CH2:32][CH2:33][CH2:34][CH2:35]1. The reactants are C(C)(C)(C)OC(=O)N1CCN(CC1)C1=CC(=C(C=C1)N)N1C(=CC=C1C)C (4-[4-amino-3-(2,5-dimethyl-pyrrol-1-yl)-phenyl]-piperazine-1-carboxylic acid tert-butyl ester), C(#N)C1=CC=C(O1)C(=O)Cl (5-cyano-furan-2-carbonyl chloride), CCN(C(C)C)C(C)C (DIEA). Yields the product C(C)(C)(C)OC(=O)N1CCN(CC1)C1=CC(=C(C=C1)NC(=O)C=1OC(=CC1)C#N)N1C(=CC=C1C)C (4-[4-[(5-Cyano-furan-2-carbonyl)-amino]-3-(2,5-dimethyl-pyrrol-1-yl)-phenyl]-piperazine-1-carboxylic acid tert-butyl ester). Isolated yield 19.0%. As a reaction SMILES: [C:1]([O:5][C:6]([N:8]1[CH2:13][CH2:12][N:11]([C:14]2[CH:19]=[CH:18][C:17]([NH2:20])=[C:16]([N:21]3[C:25]([CH3:26])=[CH:24][CH:23]=[C:22]3[CH3:27])[CH:15]=2)[CH2:10][CH2:9]1)=[O:7])([CH3:4])([CH3:3])[CH3:2].[C:28]([C:30]1[O:34][C:33]([C:35](Cl)=[O:36])=[CH:32][CH:31]=1)#[N:29].CCN(C(C)C)C(C)C>>[C:1]([O:5][C:6]([N:8]1[CH2:9][CH2:10][N:11]([C:14]2[CH:19]=[CH:18][C:17]([NH:20][C:35]([C:33]3[O:34][C:30]([C:28]#[N:29])=[CH:31][CH:32]=3)=[O:36])=[C:16]([N:21]3[C:22]([CH3:27])=[CH:23][CH:24]=[C:25]3[CH3:26])[CH:15]=2)[CH2:12][CH2:13]1)=[O:7])([CH3:4])([CH3:3])[CH3:2]. Procedure: Using a procedure similar to Example 4, step (c), 4-[4-amino-3-(2,5-dimethyl-pyrrol-1-yl)-phenyl]-piperazine-1-carboxylic acid tert-butyl ester (30 mg, 0.8 mmol) was allowed to react with 5-cyano-furan-2-carbonyl chloride (25 mg, 0.16 mmol) in the presence of DIEA (276 mg, 1.7 mmol) to afford 14.9 mg (38%) of the title compound as a yellow solid. 1H-NMR (CDCl3, 400 MHz): 8.43 (d, 1H, J=9.3 Hz), 7.25 (s, 1H), 7.10-7.13 (m, 2H), 7.03-7.06 (m, 1H), 6.89 (s, 1H), 6.06 (s, 2H), 3.62-3.61 (m, 4H), 3.1... Reactants: COC1=CC=C(C=C1)C1=C(N(C2=CC=CC=C12)S(=O)(=O)C1=CC(=CC=C1)C(F)(F)F)C(=O)OC(C)(C)C (tert-butyl 3-(4-methoxyphenyl)-1-{[3-(trifluoromethyl)phenyl]sulfonyl}indole-2-carboxylate), C([O-])(O)=O.[Na+] (sodium bicarbonate). The solvent is FC(C(=O)O)(F)F (trifluoroacetic acid). Run at time 5 minute. Yields the product COC1=CC=C(C=C1)C1=C(N(C2=CC=CC=C12)S(=O)(=O)C1=CC(=CC=C1)C(F)(F)F)C(=O)O (3-(4-methoxyphenyl)-1-{[3-(trifluoromethyl)phenyl]sulfonyl}indole-2-carboxylic acid). The yield is 42.1%. RXN SMILES: [CH3:1][O:2][C:3]1[CH:8]=[CH:7][C:6]([C:9]2[C:17]3[C:12](=[CH:13][CH:14]=[CH:15][CH:16]=3)[N:11]([S:18]([C:21]3[CH:26]=[CH:25][CH:24]=[C:23]([C:27]([F:30])([F:29])[F:28])[CH:22]=3)(=[O:20])=[O:19])[C:10]=2[C:31]([O:33]C(C)(C)C)=[O:32])=[CH:5][CH:4]=1.C(=O)(O)[O-].[Na+]>FC(F)(F)C(O)=O>[CH3:1][O:2][C:3]1[CH:4]=[CH:5][C:6]([C:9]2[C:17]3[C:12](=[CH:13][CH:14]=[CH:15][CH:16]=3)[N:11]([S:18]([C:21]3[CH:26]=[CH:25][CH:24]=[C:23]([C:27]([F:28])([F:29])[F:30])[CH:22]=3)(=[O:19])=[O:20])[C:10]=2[C:31]([OH:33])=[O:32])=[CH:7][CH:8]=1 |f:1.2|. Procedure details: tert-Butyl 3(4-methoxyphenyl)-1-{[3-(trifluoromethyl)phenyl]sulfonyl}indole-2-carboxylate (Example 27, 45 mg, 0.085 mmol) was dissolved in trifluoroacetic acid (0.4 mL). The resulting mixture was allowed to stir for 5 minutes. The reaction mixture was treated with a saturated aqueous sodium bicarbonate solution and then extracted with ethyl acetate (3×4 mL). The combined organic extracts were dried over anhydrous magnesium sulfate and concentrated in vacuo to afford 3-(4-methoxyphenyl)-1-{[3-(tr...